Dataset: the Open Reaction Database (ORD), a public repository of structured organic reaction records. Task: describe an organic reaction: reactants, conditions, products, and yield Reactants: N#CCC(=O)NN, C1CCNCC1, CCO, O=Cc1ccc(O)c(O)c1. The product is N#CC(=Cc1ccc(O)c(O)c1)C(=O)NN. As a reaction SMILES: [C:11](#[N:12])[CH2:13][C:14](=[O:15])[NH:16][NH2:17].[CH2:18]1[CH2:19][CH2:20][NH:21][CH2:22][CH2:23]1.[CH3:24][CH2:25][OH:26].[OH:1][c:2]1[cH:3][c:4]([CH:5]=[O:6])[cH:7][cH:8][c:9]1[OH:10]>>[OH:1][c:2]1[cH:3][c:4]([CH:5]=[C:13]([C:11]#[N:12])[C:14](=[O:15])[NH:16][NH2:17])[cH:7][cH:8][c:9]1[OH:10]. Reported procedure: The desired compound was synthesized from S-benzyl-L-cysteine (2 g, 9.48 mmol) (Fluka) and potassium cyanate (1.7 g, 21 mmol) by a modification of published protocols [see Coll. Czech Chem. Commun. 33:2918 (1968)]. Instead of isolating the N-carbamyl-S-benzylcysteine intermediate, after an initial reflux of 1 h, 25 ml of 10% hydrochloric acid was added and reflux was continued for 1.5 h. Upon cooling, the desired product precipitated as a white solid 1.7 g (77% yield), melting point 119.5°-120.5... Product: desired compound, C(N)(=O)N[C@@H](CSCC1=CC=CC=C1)C(=O)O (N-carbamyl-S-benzylcysteine). Reactants: C(C1=CC=CC=C1)SC[C@H](N)C(=O)O (S-benzyl-L-cysteine), [O-]C#N.[K+] (potassium cyanate). Reaction SMILES: [CH2:1]([S:8][CH2:9][C@@H:10]([C:12]([OH:14])=[O:13])[NH2:11])[C:2]1[CH:7]=[CH:6][CH:5]=[CH:4][CH:3]=1.[O-:15][C:16]#[N:17].[K+]>>[C:16]([NH:11][C@H:10]([C:12]([OH:14])=[O:13])[CH2:9][S:8][CH2:1][C:2]1[CH:7]=[CH:6][CH:5]=[CH:4][CH:3]=1)(=[O:15])[NH2:17] |f:1.2|. The reactants are BrC=1N=C(N(C1)C(C1=CC=CC=C1)(C1=CC=CC=C1)C1=CC=CC=C1)C(NC1=CC=C(C=C1)C1=NOC(=N1)C)C1=C(C(=CC(=C1)OCC)OC(C)C)F (N-((4-bromo-1-trityl-1H-imidazol-2-yl)(5-ethoxy-2-fluoro-3-isopropoxyphenyl)methyl)-4-(5-methyl-1,2,4-oxadiazol-3-yl)benzenamine), 2-carboxyl phenylboronic acid, C(=O)([O-])[O-].[Na+].[Na+] (Na2CO3). Run in COCCOC.O (DME H2O). Run at temperature 170 celsius. Product: C(C)OC=1C=C(C(=C(C1)C(C=1N(C=C(N1)C1=C(C(=O)O)C=CC=C1)C(C1=CC=CC=C1)(C1=CC=CC=C1)C1=CC=CC=C1)NC1=CC=C(C=C1)C1=NOC(=N1)C)F)OC(C)C (2-(2-((5-ethoxy-2-fluoro-3-isopropoxyphenyl)(4-(5-methyl-1,2,4-oxadiazol-3-yl)phenylamino)methyl)-1-trityl-1H-imidazol-4-yl)benzoic acid). As a reaction SMILES: Br[C:2]1[N:3]=[C:4]([CH:26]([C:40]2[CH:45]=[C:44]([O:46][CH2:47][CH3:48])[CH:43]=[C:42]([O:49][CH:50]([CH3:52])[CH3:51])[C:41]=2[F:53])[NH:27][C:28]2[CH:33]=[CH:32][C:31]([C:34]3[N:38]=[C:37]([CH3:39])[O:36][N:35]=3)=[CH:30][CH:29]=2)[N:5]([C:7]([C:20]2[CH:25]=[CH:24][CH:23]=[CH:22][CH:21]=2)([C:14]2[CH:19]=[CH:18][CH:17]=[CH:16][CH:15]=2)[C:8]2[CH:13]=[CH:12][CH:11]=[CH:10][CH:9]=2)[CH:6]=1.[C:54]([O-:57])([O-])=[O:55].[Na+].[Na+]>COCCOC.O>[CH2:47]([O:46][C:44]1[CH:43]=[C:42]([O:49][CH:50]([CH3:51])[CH3:52])[C:41]([F:53])=[C:40]([CH:26]([NH:27][C:28]2[CH:33]=[CH:32][C:31]([C:34]3[N:38]=[C:37]([CH3:39])[O:36][N:35]=3)=[CH:30][CH:29]=2)[C:4]2[N:5]([C:7]([C:20]3[CH:25]=[CH:24][CH:23]=[CH:22][CH:21]=3)([C:14]3[CH:19]=[CH:18][CH:17]=[CH:16][CH:15]=3)[C:8]3[CH:13]=[CH:12][CH:11]=[CH:10][CH:9]=3)[CH:6]=[C:2]([C:8]3[CH:13]=[CH:12][CH:11]=[CH:10][C:9]=3[C:54]([OH:57])=[O:55])[N:3]=2)[CH:45]=1)[CH3:48] |f:1.2.3,4.5|. Reported procedure: A suspension of 66.3 (100 mg, 0.13 mmol), 2-carboxyl phenylboronic acid (30 mg, 0.2 mmol), Na2CO3 (56 mg, 0.52 mmol) in 3:1 DME/H2O (3 mL) was degassed and then added in Pd(PPh3)4 (10 mg). The reaction mixture was heated to 170° C. for 15 mins in microwave. The reaction mixture was adjust to PH ˜4-5, then partitioned between EtOAc and sat. NaCl, the organic layer was collected and dried over (Na2SO4), filtered and concentrated to afford Intermediate 133.1. The crude material was used in the next... Starting materials: NC([C@@H](CC=1SC=CC1)NC(OC(C)(C)C)=O)=O ((R)-tert-butyl 1-amino-1-oxo-3-(thiophen-2-yl)propan-2-ylcarbamate), Cl (HCl). Yields the product Cl.N[C@@H](C(=O)N)CC=1SC=CC1 ((R)-2-amino-3-(thiophen-2-yl)propanamide hydrochloride). Procedure: The solid (R)-tert-butyl 1-amino-1-oxo-3-(thiophen-2-yl)propan-2-ylcarbamate (448 mg) was dissolved in dioxane (4 mL), aq. 6N HCl (5 mL) was added. After being stirred at room temperature for 1 h, the mixture was concentrated in vacuo to give (R)-2-amino-3-(thiophen-2-yl)propanamide hydrochloride as a solid (337 mg). Solvent: O1CCOCC1 (dioxane). As a reaction SMILES: [NH2:1][C:2](=[O:18])[C@H:3]([NH:10]C(=O)OC(C)(C)C)[CH2:4][C:5]1[S:6][CH:7]=[CH:8][CH:9]=1.[ClH:19]>O1CCOCC1>[ClH:19].[NH2:10][C@H:3]([CH2:4][C:5]1[S:6][CH:7]=[CH:8][CH:9]=1)[C:2]([NH2:1])=[O:18] |f:3.4|. Conditions: time 1 hour. Reactants: C(C1=CC=CC=C1)=O (benzaldehyde), C(C)(=O)O[BH-](OC(C)=O)OC(C)=O.[Na+] (sodium triacetoxyborohydride), C(C)(=O)O (acetic acid), N1N=C(C2=CC=CC=C12)/C=C/C1=C(C=CC=C1)N ((E)-2-[2-(1H-indazol-3-yl)vinyl]phenylamine). Solvent: ClC(C)Cl (dichloroethane), O (water). Reaction conditions: time 13 hour. The product is C(C1=CC=CC=C1)NC1=C(C=CC=C1)\C=C\C1=NNC2=CC=CC=C12 ((E)-N-benzyl-N-{2-[2-(1H-indazol-3-yl)vinyl]phenyl}amine). Isolated yield 36.8%. Reaction SMILES: [NH:1]1[C:9]2[C:4](=[CH:5][CH:6]=[CH:7][CH:8]=2)[C:3](/[CH:10]=[CH:11]/[C:12]2[CH:17]=[CH:16][CH:15]=[CH:14][C:13]=2[NH2:18])=[N:2]1.[CH:19](=O)[C:20]1[CH:25]=[CH:24][CH:23]=[CH:22][CH:21]=1.C(O[BH-](OC(=O)C)OC(=O)C)(=O)C.[Na+].C(O)(=O)C>ClC(Cl)C.O>[CH2:19]([NH:18][C:13]1[CH:14]=[CH:15][CH:16]=[CH:17][C:12]=1/[CH:11]=[CH:10]/[C:3]1[C:4]2[C:9](=[CH:8][CH:7]=[CH:6][CH:5]=2)[NH:1][N:2]=1)[C:20]1[CH:25]=[CH:24][CH:23]=[CH:22][CH:21]=1 |f:2.3|. Procedure: (E)-2-[2-(1H-indazol-3-yl)vinyl]phenylamine (60 mg, 0.26 mmol) was dissolved in dichloroethane and the solution was added with benzaldehyde (28 μL, 0.28 mmol), sodium triacetoxyborohydride (81 mg, 0.38 mmol) and acetic acid (15 mL, 0.25 mmol), followed by stirring at room temperature for 13 hours. The reaction mixture was added with water and extracted with ethyl acetate. The organic layer was sequentially washed with water and saturated brine, dried over anhydrous magnesium sulfate and the solv... Procedure details: 17.8 g of polypropylene glycol (M=480), 0.24 g of toluenesulfonyl isocyanate and 150 g of anhydrous tetrahydrofuran were stirred for 15 minutes in a three-necked flask with a capacity of 250 ml. 13.0 g of tolylene 2,4-diisocyanate and 0.17 g of dibutyltin dilaurate were then added, the mixture was refluxed for one hour, and the solution obtained was added dropwise to a mixture of 7.6 g of the monoamide formed from 1 mol of succinic anhydride and 1 mol of diethanolamine in 184 g of tetrahydrofura... As a reaction SMILES: C1(C)C(S([N:10]=C=O)(=O)=[O:8])=CC=CC=1.[C:14]([O-:27])(=[O:26])[CH2:15][CH2:16][CH2:17]CCCCCCCC.[C:28]([O-:41])(=O)[CH2:29]CCCCCCCCCC.C([Sn+2]CCCC)CCC>O1CCCC1>[C:14]1(=[O:27])[O:26][C:17](=[O:8])[CH2:16][CH2:15]1.[NH:10]([CH2:15][CH2:14][OH:27])[CH2:29][CH2:28][OH:41] |f:1.2.3|. Yields the product C1(CCC(=O)O1)=O (succinic anhydride), N(CCO)CCO (diethanolamine). The solvent is O1CCCC1 (tetrahydrofuran), O1CCCC1 (tetrahydrofuran). The reactants are polypropylene glycol, C=1(C(=CC=CC1)S(=O)(=O)N=C=O)C (toluenesulfonyl isocyanate), tolylene 2,4-diisocyanate, C(CCCCCCCCCCC)(=O)[O-].C(CCCCCCCCCCC)(=O)[O-].C(CCC)[Sn+2]CCCC (dibutyltin dilaurate). The reactants are CC1(N(C2=CC=CC=C2C1)CCCCCCC)C (2,2-dimethyl-N-n-heptylindoline), C([O-])([O-])=O.[Na+].[Na+] (sodium carbonate). Run in CN(C=O)C (dimethylformamide). Reaction conditions: temperature 80 celsius. Product: CC1(N(C2=CC=C(C=C2C1)C=O)CCCCCCC)C (2,2-dimethyl-5-formyl-N-n-heptylindoline). The yield is 36.1%. As a reaction SMILES: [CH3:1][C:2]1([CH3:18])[CH2:10][C:9]2[C:4](=[CH:5][CH:6]=[CH:7][CH:8]=2)[N:3]1[CH2:11][CH2:12][CH2:13][CH2:14][CH2:15][CH2:16][CH3:17].[C:19](=O)([O-])[O-:20].[Na+].[Na+]>CN(C)C=O>[CH3:1][C:2]1([CH3:18])[CH2:10][C:9]2[C:4](=[CH:5][CH:6]=[C:7]([CH:19]=[O:20])[CH:8]=2)[N:3]1[CH2:11][CH2:12][CH2:13][CH2:14][CH2:15][CH2:16][CH3:17] |f:1.2.3|. Reported procedure: To 2,2-dimethyl-N-n-heptylindoline (12.5 g) in dimethylformamide (100 cm3) phosphorus oxychloride (15.3 g) was added at 5° C. before heating the mixture at 80° C. for 2-5 hours. The reaction mixture was cooled, poured onto ice, neutralised with solid sodium carbonate and extracted into toluene. The toluene was washed with water, separated, dried over magnesium sulphate, filtered and evaporated to leave an oil. The oil was eluted from silica using dichloromethane as eluent, evaporation of the sol...